This data is from the Open Reaction Database (ORD), a public repository of structured organic reaction records. The task is: describe an organic reaction: reactants, conditions, products, and yield Reactants: FC1=CC=C(C=C1)N1C(=NC=C1C(=O)N(C)OC)SCC1=C(C(=CC=C1F)F)F (1-(4-Fluorophenyl)-N-methoxy-N-methyl-2-((2,3,6-trifluorobenzyl)thio)-1H-imidazole-5-carboxamide), FC1=CC=C(C=C1)N1C(=NC=C1C(=O)O)SC(C1=CC=CC=C1)(C1=CC=CC=C1)C1=CC=CC=C1 (1-(4-fluorophenyl)-2-(tritylthio)-1H-imidazole-5-carboxylic acid), FC1=C(CBr)C(=CC=C1F)F (2,3,6-trifluorobenzyl bromide), C([O-])([O-])=O.[K+].[K+] (potassium carbonate). Run in CC(=O)C (acetone). Product: FC1=CC=C(C=C1)N1C(=NC=C1C(=O)OCC)SCC1=C(C(=CC=C1F)F)F (Ethyl 1-(4-fluorophenyl)-2-((2,3,6-trifluorobenzyl)thio)-1H-imidazole-5-carboxylate). RXN SMILES: [F:1][C:2]1[CH:7]=[CH:6][C:5]([N:8]2[C:12]([C:13](N(OC)C)=[O:14])=[CH:11][N:10]=[C:9]2[S:19][CH2:20][C:21]2[C:26]([F:27])=[CH:25][CH:24]=[C:23]([F:28])[C:22]=2[F:29])=[CH:4][CH:3]=1.FC1C=CC(N2[C:41]([C:42](O)=[O:43])=CN=C2SC(C2C=CC=CC=2)(C2C=CC=CC=2)C2C=CC=CC=2)=CC=1.FC1C(F)=CC=C(F)C=1CBr.C(=O)([O-])[O-].[K+].[K+]>CC(C)=O>[F:1][C:2]1[CH:7]=[CH:6][C:5]([N:8]2[C:12]([C:13]([O:43][CH2:42][CH3:41])=[O:14])=[CH:11][N:10]=[C:9]2[S:19][CH2:20][C:21]2[C:26]([F:27])=[CH:25][CH:24]=[C:23]([F:28])[C:22]=2[F:29])=[CH:4][CH:3]=1 |f:3.4.5|. Procedure details: Ethyl 1-(4-fluorophenyl)-2-((2,3,6-trifluorobenzyl)thio)-1H-imidazole-5-carboxylate (10) was prepared in a similar manner as that described for the synthesis of compound 9 using ethyl 1-(4-fluorophenyl)-2-mercapto-1H-imidazole-5-carboxylate (6) (202 mg, 0.76 mmol), 2,3,6-trifluorobenzyl bromide (0.1 mL, 0.76 mmol), and potassium carbonate (125.9 mg, 0.91 mmol) in acetone (3 mL).